The task is: describe an organic reaction: reactants, conditions, products, and yield. This data is from the Open Reaction Database (ORD), a public repository of structured organic reaction records. Reported procedure: (Step 3) To a solution of 5-chloro-2-(methylsulfonyl)benzonitrile obtained in Step 2 (3.8 g) in ethanol (25 ml) was added an 8N solution of ammonia in methanol (5 ml) and Raney cobalt (19 g, wet). The resulting mixture was stirred overnight at room temperature under a hydrogen atmosphere. The reaction mixture was filtered through celite, and the filtrate was concentrated under reduced pressure. To the residue were added ethanol (10 ml) and a 2 M hydrogen chloride-methanol solution (10 ml). The r... Reaction conditions: time 8 hour. Solvent: C(C)O (ethanol), CO (methanol). The product is Cl.ClC=1C=CC(=C(C1)CN)S(=O)(=O)C (1-[5-chloro-2-(methylsulfonyl)phenyl]methanamine hydrochloride). Reactants: ClC=1C=CC(=C(C#N)C1)S(=O)(=O)C (5-chloro-2-(methylsulfonyl)benzonitrile), solution, N (ammonia). Reaction SMILES: [Cl:1][C:2]1[CH:3]=[CH:4][C:5]([S:10]([CH3:13])(=[O:12])=[O:11])=[C:6]([CH:9]=1)[C:7]#[N:8].N>C(O)C.CO.[Co]>[ClH:1].[Cl:1][C:2]1[CH:3]=[CH:4][C:5]([S:10]([CH3:13])(=[O:12])=[O:11])=[C:6]([CH2:7][NH2:8])[CH:9]=1 |f:5.6|. Reagents/catalysts: [Co] (cobalt). Yield: 159.5%.